describe an organic reaction: reactants, conditions, products, and yield From a dataset of the Open Reaction Database (ORD), a public repository of structured organic reaction records. The reactants are Cc1ccc(N)cc1Br, CCOC(=S)S, CCO, CCCCCC, Cl, [K+], [K], O=N[O-], [Na+], [OH-], O. Product: Cc1ccc(S)cc1Br. RXN SMILES: [Br:1][c:2]1[cH:3][c:4]([NH2:5])[cH:6][cH:7][c:8]1[CH3:9].[CH2:16]([O:17][C:18]([SH:19])=[S:20])[CH3:21].[CH3:25][CH2:26][OH:27].[CH3:28][CH2:29][CH2:30][CH2:31][CH2:32][CH3:33].[ClH:10].[K+:23].[K:15].[N:11]([O-:12])=[O:13].[Na+:14].[OH-:22].[OH2:24]>>[Br:1][c:2]1[cH:3][c:4]([SH:20])[cH:6][cH:7][c:8]1[CH3:9]. Starting materials: NC=1C(=NC=CC1)C(=O)NC1=NC=C(C=C1)Cl (3-amino-N-(5-chloropyridin-2-yl)-pyridine-2-carboxamide), C(C)(C)(C)OC(=O)N1CCC(CC1)OC1=C(C(=O)O)C=CC(=C1)C(C)(C)C (2-(1-tert-butoxycarbonylpiperidin-4-yloxy)-4-tert-butylbenzoic acid), FC(C(=O)[O-])(F)F (trifluoroacetate). Product: FC(C(=O)O)(F)F.C(C)(C)(C)C1=CC(=C(C(=O)NC=2C(=NC=CC2)C(=O)NC2=NC=C(C=C2)Cl)C=C1)OC1CCNCC1 (3-[4-(tert-Butyl)-2-(piperidin-4-yloxy)-benzoylamino]-N-(5-chloropyridin-2-yl)pyridine-2-carboxamide Trifluoroacetate). The yield is 30.0%. Reaction SMILES: [NH2:1][C:2]1[C:3]([C:8]([NH:10][C:11]2[CH:16]=[CH:15][C:14]([Cl:17])=[CH:13][N:12]=2)=[O:9])=[N:4][CH:5]=[CH:6][CH:7]=1.C(OC([N:25]1[CH2:30][CH2:29][CH:28]([O:31][C:32]2[CH:40]=[C:39]([C:41]([CH3:44])([CH3:43])[CH3:42])[CH:38]=[CH:37][C:33]=2[C:34](O)=[O:35])[CH2:27][CH2:26]1)=O)(C)(C)C.[F:45][C:46]([F:51])([F:50])[C:47]([O-:49])=[O:48]>>[F:45][C:46]([F:51])([F:50])[C:47]([OH:49])=[O:48].[C:41]([C:39]1[CH:38]=[CH:37][C:33]([C:34]([NH:1][C:2]2[C:3]([C:8]([NH:10][C:11]3[CH:16]=[CH:15][C:14]([Cl:17])=[CH:13][N:12]=3)=[O:9])=[N:4][CH:5]=[CH:6][CH:7]=2)=[O:35])=[C:32]([O:31][CH:28]2[CH2:27][CH2:26][NH:25][CH2:30][CH2:29]2)[CH:40]=1)([CH3:44])([CH3:42])[CH3:43] |f:3.4|. Reported procedure: Using methods substantially equivalent to those described in Example 1-I, 3-amino-N-(5-chloropyridin-2-yl)-pyridine-2-carboxamide (626 mg, 2.52 mmol) and 2-(1-tert-butoxycarbonylpiperidin-4-yloxy)-4-tert-butylbenzoic acid (500 mg, 1.47 mmol) yielded, after deprotection of the coupled product using methods substantially equivalent to those described in Example 1-J, 470 mg (30%) of the title compound as a trifluoroacetate salt.